Dataset: the Open Reaction Database (ORD), a public repository of structured organic reaction records. Task: describe an organic reaction: reactants, conditions, products, and yield Reactants: C(CCCCCCCCCCCCCCCCC)(=O)O (stearic acid), OCCNCCN (N-hydroxyethyl ethylene diamine). Product: C(CCCCCCCCCCCCCCCCC)(=O)NCCNCCO (N-stearoyl-N′-hydroxyethyl ethylene diamine). RXN SMILES: [C:1]([OH:20])(=O)[CH2:2][CH2:3][CH2:4][CH2:5][CH2:6][CH2:7][CH2:8][CH2:9][CH2:10][CH2:11][CH2:12][CH2:13][CH2:14][CH2:15][CH2:16][CH2:17][CH3:18].[OH:21][CH2:22][CH2:23][NH:24][CH2:25][CH2:26][NH2:27]>>[C:1]([NH:27][CH2:26][CH2:25][NH:24][CH2:23][CH2:22][OH:21])(=[O:20])[CH2:2][CH2:3][CH2:4][CH2:5][CH2:6][CH2:7][CH2:8][CH2:9][CH2:10][CH2:11][CH2:12][CH2:13][CH2:14][CH2:15][CH2:16][CH2:17][CH3:18]. Reported procedure: The dehydration condensation reaction of stearic acid with N-hydroxyethyl ethylene diamine was carried out, and the reaction product was hydrolyzed and distilled to give N-stearoyl-N′-hydroxyethyl ethylene diamine. It was dissolved in ethanol, and 1.1-fold equivalents (based on the amine) of formalin was added dropwise thereto under reflux, then 1.1-fold equivalents (based on the amine) of formic acid was added dropwise thereto, and the mixture was aged for 5 hours. The reaction product was furt... The reactants are CN(C)C=O, [Cl-], O=C(OCCl)c1cc(Cl)cc(Cl)c1, O=c1nc(-c2cc(C(F)(F)F)ccn2)[nH]o1, [H-], [NH4+], [Na+]. The product is O=C(OCn1c(-c2cc(C(F)(F)F)ccn2)noc1=O)c1cc(Cl)cc(Cl)c1. Reaction SMILES: [CH3:34][N:35]([CH3:36])[CH:37]=[O:38].[Cl-:32].[Cl:19][c:20]1[cH:21][c:22]([C:23](=[O:24])[O:25][CH2:26][Cl:27])[cH:28][c:29]([Cl:31])[cH:30]1.[F:3][C:4]([c:5]1[cH:6][c:7](-[c:11]2[nH:12][o:13][c:14](=[O:16])[n:15]2)[n:8][cH:9][cH:10]1)([F:17])[F:18].[H-:1].[NH4+:33].[Na+:2]>>[F:3][C:4]([c:5]1[cH:6][c:7](-[c:11]2[n:12][o:13][c:14](=[O:16])[n:15]2[CH2:26][O:25][C:23]([c:22]2[cH:21][c:20]([Cl:19])[cH:30][c:29]([Cl:31])[cH:28]2)=[O:24])[n:8][cH:9][cH:10]1)([F:17])[F:18]. Reactants: C(C1=CC=CC=C1)OC(=O)C=1C=C2C(N(C(C2=CC1)=O)C1=CC(=CC=C1)C=1OC2=C(N1)C=CC(=C2)C(=O)Cl)=O (2-[3-(6-chlorocarbonylbenzoxazol-2-yl)phenyl]-1,3-dioxo-2,3-dihydro-1H-isoindole-5-carboxylic acid benzyl ester), N1CC(C(=O)N)CCC1 (nipecotamide). Yields the product C(N)(=O)C1CN(CCC1)C(=O)C1=CC2=C(N=C(O2)C=2C=C(C=CC2)N2C(C3=CC=C(C=C3C2=O)C(=O)O)=O)C=C1 (2-[3-[6-(3-Carbamoylpiperidine-1-carbonyl)benzoxazol-2-yl]phenyl]-1,3-dioxo-2,3-dihydro-1H-isoindole-5-carboxylic acid). Reaction SMILES: C([O:8][C:9]([C:11]1[CH:12]=[C:13]2[C:17](=[CH:18][CH:19]=1)[C:16](=[O:20])[N:15]([C:21]1[CH:26]=[CH:25][CH:24]=[C:23]([C:27]3[O:28][C:29]4[CH:35]=[C:34]([C:36](Cl)=[O:37])[CH:33]=[CH:32][C:30]=4[N:31]=3)[CH:22]=1)[C:14]2=[O:39])=[O:10])C1C=CC=CC=1.[NH:40]1[CH2:48][CH2:47][CH2:46][CH:42]([C:43]([NH2:45])=[O:44])[CH2:41]1>>[C:43]([CH:42]1[CH2:46][CH2:47][CH2:48][N:40]([C:36]([C:34]2[CH:33]=[CH:32][C:30]3[N:31]=[C:27]([C:23]4[CH:22]=[C:21]([N:15]5[C:14](=[O:39])[C:13]6[C:17](=[CH:18][CH:19]=[C:11]([C:9]([OH:8])=[O:10])[CH:12]=6)[C:16]5=[O:20])[CH:26]=[CH:25][CH:24]=4)[O:28][C:29]=3[CH:35]=2)=[O:37])[CH2:41]1)(=[O:44])[NH2:45]. Procedure details: Prepared by the method of Example 76 g), from 2-[3-(6-chlorocarbonylbenzoxazol-2-yl)phenyl]-1,3-dioxo-2,3-dihydro-1H-isoindole-5-carboxylic acid benzyl ester (50 mg, 0.09 mmol) and nipecotamide (18 mg, 0.14 mmol) the title compound was obtained (18 mg, 37%). 1H NMR (DMSO) δ 8.44(dd, 1H), 8.36(m, 2H), 8.29(dt, 1H), 7.95–7.76(m, 4H), 7.44(dd, 1H), 4.02(m, 1H), 3.18(bm, 2H), 2.87(bm, 2H), 1.70–1.38(m, 4H). MS 536.8 m/z (M−H)−. Starting materials: NC=1C=C2C(=CNC2=CC1)CC1=C(C=C(C(=O)OC)C=C1)OC (methyl 4-(5-aminoindol-3-ylmethyl)-3-methoxybenzoate), C1(CCCC1)CC(=O)Cl (cyclopentylacetyl chloride). The product is C1(CCCC1)CC(=O)NC=1C=C2C(=CNC2=CC1)CC1=C(C=C(C(=O)OC)C=C1)OC (Methyl 4-[5-(2-cyclopentylacetamido)indol-3-ylmethyl]-3-methoxybenzoate). As a reaction SMILES: [NH2:1][C:2]1[CH:3]=[C:4]2[C:8](=[CH:9][CH:10]=1)[NH:7][CH:6]=[C:5]2[CH2:11][C:12]1[CH:21]=[CH:20][C:15]([C:16]([O:18][CH3:19])=[O:17])=[CH:14][C:13]=1[O:22][CH3:23].[CH:24]1([CH2:29][C:30](Cl)=[O:31])[CH2:28][CH2:27][CH2:26][CH2:25]1>>[CH:24]1([CH2:29][C:30]([NH:1][C:2]2[CH:3]=[C:4]3[C:8](=[CH:9][CH:10]=2)[NH:7][CH:6]=[C:5]3[CH2:11][C:12]2[CH:21]=[CH:20][C:15]([C:16]([O:18][CH3:19])=[O:17])=[CH:14][C:13]=2[O:22][CH3:23])=[O:31])[CH2:28][CH2:27][CH2:26][CH2:25]1. Procedure details: Starting from amino-ester (A), and using a similar procedure to that described in Example 4, except using cyclopentylacetyl chloride (see also Example 98), the title compound was obtained in quantitative yield as a foam; partial NMR (250 MHz, DMSO-d6): 1.2-1.8(3m,8H, cyclopentyl ring); 2.24(m,3H, CH2CONH and --CHCH2); 3.83(s,3H, OMe); 3.93(s,3H, OMe); 3.99(br s,2H, CH2Ar); 9.57(br s,1H, NHCO); 10.79(br d,1H, --NH--). The reactants are O=C([O-])[O-], C1COCCN1, CN(C)C=O, COc1cc2c(Oc3cc4ccccc4nc3C(C)=O)ccnc2cc1OCCCl, [K+], [K+], O. Yields the product COc1cc2c(Oc3cc4ccccc4nc3C(C)=O)ccnc2cc1OCCN1CCOCC1. RXN SMILES: [C:31](=[O:32])([O-:33])[O-:34].[CH2:37]1[CH2:38][O:39][CH2:40][CH2:41][NH:42]1.[CH3:44][N:45]([CH3:46])[CH:47]=[O:48].[Cl:1][CH2:2][CH2:3][O:4][c:5]1[c:6]([O:29][CH3:30])[cH:7][c:8]2[c:9]([O:15][c:16]3[c:17]([C:26]([CH3:27])=[O:28])[n:18][c:19]4[cH:20][cH:21][cH:22][cH:23][c:24]4[cH:25]3)[cH:10][cH:11][n:12][c:13]2[cH:14]1.[K+:35].[K+:36].[OH2:43]>>[CH2:2]([CH2:3][O:4][c:5]1[c:6]([O:29][CH3:30])[cH:7][c:8]2[c:9]([O:15][c:16]3[c:17]([C:26]([CH3:27])=[O:28])[n:18][c:19]4[cH:20][cH:21][cH:22][cH:23][c:24]4[cH:25]3)[cH:10][cH:11][n:12][c:13]2[cH:14]1)[N:42]1[CH2:37][CH2:38][O:39][CH2:40][CH2:41]1.